This data is from the Open Reaction Database (ORD), a public repository of structured organic reaction records. The task is: describe an organic reaction: reactants, conditions, products, and yield The reactants are OC1=C(C=NC2=CC=CN=C12)C#N (4-hydroxyl-[1.5]naphthyridine-3-carbonitrile), O=P(Cl)(Cl)Cl (POCl3). Yields the product ClC1=C(C=NC2=CC=CN=C12)C#N (4-chloro-[1.5]naphthyridine-3-carbonitrile). The yield is 28.5%. RXN SMILES: O[C:2]1[C:11]2[C:6](=[CH:7][CH:8]=[CH:9][N:10]=2)[N:5]=[CH:4][C:3]=1[C:12]#[N:13].O=P(Cl)(Cl)[Cl:16]>>[Cl:16][C:2]1[C:11]2[C:6](=[CH:7][CH:8]=[CH:9][N:10]=2)[N:5]=[CH:4][C:3]=1[C:12]#[N:13]. Procedure details: A solution of 4-hydroxyl-[1.5]naphthyridine-3-carbonitrile (1.0 g, mmol) in 20 ml POCl3 was refluxed for 3 hrs. After cooling, the solvent was removed by rotary evaporation. The residue was treated with ice-water mixture, made basic by NH4OH, and extracted with CH2Cl2. Removal of the solvent gave 4-chloro-[1.5]naphthyridine-3-carbonitrile (285 mg, 28.5%). This was heated at reflux with 3-bromoaniline (3 eq) in the presence of pyridine HCl salt (350 mg) in ethoxyethanol for 3 hrs under argon. Aft... Starting materials: C(N)(=O)C=1C=C(C=C2C=3C=CC(=CC3NC12)C1=CCN(CC1)C(=O)OC(C)(C)C)C1=CC(=C(C=C1)CN1CCOCC1)C (tert-Butyl 4-(8-carbamoyl-6-(3-methyl-4-(morpholinomethyl)phenyl)-9H-carbazol-2-yl)-5,6-dihydropyridine-1(2H)-carboxylate), C(=O)(C(F)(F)F)O (TFA). Run in ClCCCl (1,2-Dichloroethane). Run at time 1 hour. Yields the product CC=1C=C(C=CC1CN1CCOCC1)C=1C=C(C=2NC3=CC(=CC=C3C2C1)C=1CCNCC1)C(=O)N (3-(3-Methyl-4-(morpholinomethyl)phenyl)-7-(1,2,3,6-tetrahydropyridin-4-yl)-9H-carbazole-1-carboxamide), C(=O)(C(F)(F)F)O (TFA). RXN SMILES: [C:1]([C:4]1[CH:5]=[C:6]([C:30]2[CH:35]=[CH:34][C:33]([CH2:36][N:37]3[CH2:42][CH2:41][O:40][CH2:39][CH2:38]3)=[C:32]([CH3:43])[CH:31]=2)[CH:7]=[C:8]2[C:16]=1[NH:15][C:14]1[CH:13]=[C:12]([C:17]3[CH2:22][CH2:21][N:20](C(OC(C)(C)C)=O)[CH2:19][CH:18]=3)[CH:11]=[CH:10][C:9]2=1)(=[O:3])[NH2:2].[C:44]([OH:50])([C:46]([F:49])([F:48])[F:47])=[O:45]>ClCCCl>[CH3:43][C:32]1[CH:31]=[C:30]([C:6]2[CH:5]=[C:4]([C:1]([NH2:2])=[O:3])[C:16]3[NH:15][C:14]4[C:9]([C:8]=3[CH:7]=2)=[CH:10][CH:11]=[C:12]([C:17]2[CH2:22][CH2:21][NH:20][CH2:19][CH:18]=2)[CH:13]=4)[CH:35]=[CH:34][C:33]=1[CH2:36][N:37]1[CH2:42][CH2:41][O:40][CH2:39][CH2:38]1.[C:44]([OH:50])([C:46]([F:49])([F:48])[F:47])=[O:45]. Procedure details: tert-Butyl 4-(8-carbamoyl-6-(3-methyl-4-(morpholinomethyl)phenyl)-9H-carbazol-2-yl)-5,6-dihydropyridine-1(2H)-carboxylate 484 (3 mg, 5.17 μmol) was mixed with TFA (0.2 mL, 2.60 mmol) in 1,2-Dichloroethane (0.4 mL). The mixture was stirred at r.t. for 1 hr. The mixture was concentrated to give the titled product as TFA salt. MS (ESI) m/z 481.07 (M+H)+. 1H NMR (MeOD-d4) δ ppm 8.60 (d, 1H, J=1.8), 8.27 (d, 1H, J=1.8), 8.21 (d, 1H, J=8.2), 7.87 (s, 1H), 7.82 (dd, 1H, J=7.9, 1.5), 7.75 (d, 1H, J=1.3)...